describe an organic reaction: reactants, conditions, products, and yield From a dataset of the Open Reaction Database (ORD), a public repository of structured organic reaction records. Reactants: [N+](=O)([O-])[O-].[K+] (potassium nitrate), FC(C(=O)O)(F)F (trifluoroacetic acid), NC=1C=CC(=C(C1)C1N(CCC1)C(C(F)(F)F)=O)OC1=CC=C(C=C1)S(=O)(=O)C (1-(2-(5-amino-2-(4-methanesulfonyl-phenoxy)-phenyl)-pyrrolidin-1-yl)-2,2,2-trifluoro-ethanone), C([O-])(O)=O.[Na+] (sodium bicarbonate). Run at time 8 hour. The product is NC=1C(=CC(=C(C1)C1N(CCC1)C(C(F)(F)F)=O)OC1=CC=C(C=C1)S(=O)(=O)C)[N+](=O)[O-] (1-(2-(5-amino-2-(4-methanesulfonyl-phenoxy)-4-nitro-phenyl)-pyrrolidin-1-yl)-2,2,2-trifluoro-ethanone). Reaction SMILES: [N+:1]([O-:4])([O-])=[O:2].[K+].FC(F)(F)C(O)=O.[NH2:13][C:14]1[CH:15]=[CH:16][C:17]([O:31][C:32]2[CH:37]=[CH:36][C:35]([S:38]([CH3:41])(=[O:40])=[O:39])=[CH:34][CH:33]=2)=[C:18]([CH:20]2[CH2:24][CH2:23][CH2:22][N:21]2[C:25](=[O:30])[C:26]([F:29])([F:28])[F:27])[CH:19]=1.C(=O)(O)[O-].[Na+]>>[NH2:13][C:14]1[C:15]([N+:1]([O-:4])=[O:2])=[CH:16][C:17]([O:31][C:32]2[CH:37]=[CH:36][C:35]([S:38]([CH3:41])(=[O:39])=[O:40])=[CH:34][CH:33]=2)=[C:18]([CH:20]2[CH2:24][CH2:23][CH2:22][N:21]2[C:25](=[O:30])[C:26]([F:29])([F:28])[F:27])[CH:19]=1 |f:0.1,4.5|. Procedure: 153 mg of potassium nitrate was added to a trifluoroacetic acid (2 ml) solution of 588 mg of 1-(2-(5-amino-2-(4-methanesulfonyl-phenoxy)-phenyl)-pyrrolidin-1-yl)-2,2,2-trifluoro-ethanone, and the reaction liquid was stirred overnight at room temperature. Aqueous saturated sodium bicarbonate was added to the reaction liquid to neutralize it, and this was then extracted with ethyl acetate. The organic layer was washed with saturated saline, and dried with anhydrous sodium sulfate. The solvent was ... Starting materials: COC(=O)C1Cc2c([nH]c3ccccc23)C(C)N1Cc1ccccc1, CO. Product: COC(=O)C1Cc2c([nH]c3ccccc23)C(C)N1. Reaction SMILES: [CH2:1]([c:2]1[cH:3][cH:4][cH:5][cH:6][cH:7]1)[N:8]1[CH:9]([CH3:25])[c:10]2[nH:11][c:12]3[cH:13][cH:14][cH:15][cH:16][c:17]3[c:18]2[CH2:19][CH:20]1[C:21](=[O:22])[O:23][CH3:24].[CH3:26][OH:27]>>[NH:8]1[CH:9]([CH3:25])[c:10]2[nH:11][c:12]3[cH:13][cH:14][cH:15][cH:16][c:17]3[c:18]2[CH2:19][CH:20]1[C:21](=[O:22])[O:23][CH3:24]. Reactants: ClC1=CC=C(S1)C1=CC(=NO1)CN1N=C(C=C1COCCOCCOC)C(=O)O (1-[5-(5-Chloro-thiophen-2-yl)-isoxazol-3-ylmethyl]-5-[2-(2-methoxy-ethoxy)-ethoxymethyl]-1H-pyrazole-3-carboxylic acid), Cl.C(C)(C)N1CCC(CC1)N (1-Isopropyl-piperidin-4-ylamine hydrochloride), C1COC(=O)N1P(=O)(N2CCOC2=O)Cl (BOP-Cl). Run in C(Cl)Cl (DCM), CCN(CC)CC (NEt3). Reaction conditions: time 16 hour. The product is C(C)(C)N1CCC(CC1)NC(=O)C1=NN(C(=C1)COCCOCCOC)CC1=NOC(=C1)C=1SC(=CC1)Cl (1-[5-(5-Chloro-thiophen-2-yl)-isoxazol-3-ylmethyl]-5-[2-(2-methoxy-ethoxy)-ethoxymethyl]-1H-pyrazole-3-carboxylic acid (1-isopropyl-piperidin-4-yl)-amide). As a reaction SMILES: [Cl:1][C:2]1[S:6][C:5]([C:7]2[O:11][N:10]=[C:9]([CH2:12][N:13]3[C:17]([CH2:18][O:19][CH2:20][CH2:21][O:22][CH2:23][CH2:24][O:25][CH3:26])=[CH:16][C:15]([C:27](O)=[O:28])=[N:14]3)[CH:8]=2)=[CH:4][CH:3]=1.Cl.[CH:31]([N:34]1[CH2:39][CH2:38][CH:37]([NH2:40])[CH2:36][CH2:35]1)([CH3:33])[CH3:32].C1N(P(Cl)(N2C(=O)OCC2)=O)C(=O)OC1>C(Cl)Cl.CCN(CC)CC>[CH:31]([N:34]1[CH2:39][CH2:38][CH:37]([NH:40][C:27]([C:15]2[CH:16]=[C:17]([CH2:18][O:19][CH2:20][CH2:21][O:22][CH2:23][CH2:24][O:25][CH3:26])[N:13]([CH2:12][C:9]3[CH:8]=[C:7]([C:5]4[S:6][C:2]([Cl:1])=[CH:3][CH:4]=4)[O:11][N:10]=3)[N:14]=2)=[O:28])[CH2:36][CH2:35]1)([CH3:33])[CH3:32] |f:1.2|. Reported procedure: To 60 mg 1-[5-(5-Chloro-thiophen-2-yl)-isoxazol-3-ylmethyl]-5-[2-(2-methoxy-ethoxy)-ethoxymethyl]-1H-pyrazole-3-carboxylic acid in 2 ml DCM and 0.1 ml NEt3, 30 mg 1-Isopropyl-piperidin-4-ylamine hydrochloride and 34 mg BOP-Cl were added at RT and the mixture was stirred for 16 h. The mixture was concentrated under reduced pressure and the residue was purified by preparative HPLC (C18 reverse phase column, elution with a H2O/MeCN gradient with 0.1% TFA). The fractions containing the product were ... Reactants: CCO, O=Cc1ncc(C(F)(F)F)cc1Cl, NNc1ccccc1[N+](=O)[O-]. Yields the product O=[N+]([O-])c1ccccc1NN=Cc1ncc(C(F)(F)F)cc1Cl. Reaction SMILES: [CH3:25][CH2:26][OH:27].[Cl:1][c:2]1[c:3]([CH:12]=[O:13])[n:4][cH:5][c:6]([C:8]([F:9])([F:10])[F:11])[cH:7]1.[N+:14](=[O:15])([O-:16])[c:17]1[c:18]([NH:23][NH2:24])[cH:19][cH:20][cH:21][cH:22]1>>[Cl:1][c:2]1[c:3]([CH:12]=[N:24][NH:23][c:18]2[c:17]([N+:14](=[O:15])[O-:16])[cH:22][cH:21][cH:20][cH:19]2)[n:4][cH:5][c:6]([C:8]([F:9])([F:10])[F:11])[cH:7]1. Product: FC(C1=NOC(=C1)CO)(F)F ((3-(Trifluoromethyl)isoxazol-5-yl)methanol). The solvent is CO (methanol). The reactants are Cl.NO (hydroxylamine hydrochloride), [OH-].[Na+] (sodium hydroxide), [Si](C)(C)(C(C)(C)C)OCC#CC(C(F)(F)F)=O (5-(tert-butyldimethylsilyloxy)-1,1,1-trifluoropent-3-yn-2-one). RXN SMILES: Cl.[NH2:2][OH:3].[OH-].[Na+].[Si]([O:13][CH2:14][C:15]#[C:16][C:17](=O)[C:18]([F:21])([F:20])[F:19])(C(C)(C)C)(C)C>CO>[F:19][C:18]([F:21])([F:20])[C:17]1[CH:16]=[C:15]([CH2:14][OH:13])[O:3][N:2]=1 |f:0.1,2.3|. Isolated yield 31.4%. Procedure details: To a solution of hydroxylamine hydrochloride (0.694 g 0.010 mol, 1 equ) and 0.02 g sodium hydroxide in 25 mL methanol was added 5-(tert-butyldimethylsilyloxy)-1,1,1-trifluoropent-3-yn-2-one (2.66 g 0.010 mol, 1 equ) and the mixture was heated to reflux for 3 h. The reaction mixture was extracted with ethyl acetate and purified by chromatography on silica gel (50 g) using a gradient of heptane:ethyl acetate=9:1 to 1:1. to yield 0.524 g of the title compound as colorless oil, MS 167(M)+.